Dataset: the Open Reaction Database (ORD), a public repository of structured organic reaction records. Task: describe an organic reaction: reactants, conditions, products, and yield The reactants are C(C)[C@@H]1OC2=C(N(C1=O)C(C)C)C=CC(=C2)C(=O)O ((S)-2-ethyl-4-(2-propyl)-3-oxo-3,4-dihydro-2H-1,4-benzoxazine-7-carboxylic acid), S(=O)(Cl)Cl (thionyl chloride). Yields the product C(C)[C@@H]1OC2=C(N(C1=O)C(C)C)C=CC(=C2)C(=O)Cl ((S)-2-ethyl-4-(2-propyl)-3-oxo-3,4-dihydro-2H-1,4-benzoxazine-7-carbonyl chloride). As a reaction SMILES: [CH2:1]([C@H:3]1[C:8](=[O:9])[N:7]([CH:10]([CH3:12])[CH3:11])[C:6]2[CH:13]=[CH:14][C:15]([C:17]([OH:19])=O)=[CH:16][C:5]=2[O:4]1)[CH3:2].S(Cl)([Cl:22])=O>>[CH2:1]([C@H:3]1[C:8](=[O:9])[N:7]([CH:10]([CH3:12])[CH3:11])[C:6]2[CH:13]=[CH:14][C:15]([C:17]([Cl:22])=[O:19])=[CH:16][C:5]=2[O:4]1)[CH3:2]. Reported procedure: A mixture of (S)-2-ethyl-4-(2-propyl)-3-oxo-3,4-dihydro-2H-1,4-benzoxazine-7-carboxylic acid (0.70 g) in thionyl chloride (15 ml) was stirred under reflux for 2 hours. Thionyl chloride was distilled off under reduced pressure to give (S)-2-ethyl-4-(2-propyl)-3-oxo-3,4-dihydro-2H-1,4-benzoxazine-7-carbonyl chloride (0.70 g). Starting materials: C(=S)(Cl)Cl (thiophosgene), BrC1=CC(=C(C(=C1)O)O)F (5-Bromo-3-fluorobenzene-1,2-diol), [OH-].[Na+] (Sodium hydroxide). Run in C(C)(=O)OCC (ethyl acetate), C(Cl)(Cl)Cl (chloroform). Conditions: temperature 2.5 celsius, time 30 minute. Yields the product BrC=1C=C(C2=C(OC(O2)=S)C1)F (6-Bromo-4-fluorobenzo[d][1,3]dioxole-2-thione). Yield: 62.1%. Reaction SMILES: [Br:1][C:2]1[CH:7]=[C:6]([OH:8])[C:5]([OH:9])=[C:4]([F:10])[CH:3]=1.[C:11](Cl)(Cl)=[S:12].[OH-].[Na+]>C(Cl)(Cl)Cl.C(OCC)(=O)C>[Br:1][C:2]1[CH:3]=[C:4]([F:10])[C:5]2[O:9][C:11](=[S:12])[O:8][C:6]=2[CH:7]=1 |f:2.3|. Procedure details: 5-Bromo-3-fluorobenzene-1,2-diol (2.0 g, 9.7 mmol, prepared according to Lu, Hejun; Tang, Peng Cho; Chen, Yiqian; Wang, Shenglan; Wang, Hua; Zhang, Lei; Li, Jun, WO 2011140936 A1) was dissolved in chloroform (25 mL), treated with thiophosgene (1.2 g, 11 mmol) and cooled to 0-5° C. Sodium hydroxide (10% aqueous, 8.9 g, 22 mmol) was added dropwise with vigorous stirring over 30 min. After 1 h, the chloroform was removed under vacuum and the pH was adjusted to 2 by addition of 6 M HCl. The solid th... The reactants are [H-].[Al+3].[Li+].[H-].[H-].[H-] (lithium aluminum hydride), COC (dimethyl ether), CC1CN(CC(O1)C)CC(=O)OCC (ethyl 2,6-dimethyl-4-morpholinylacetate). Reaction conditions: temperature 0 celsius, time 18 hour. Yields the product OCCN1CC(OC(C1)C)C (4-(2-Hydroxyethyl)-2,6-dimethylmorpholine). Yield: 67.0%. As a reaction SMILES: [H-].[Al+3].[Li+].[H-].[H-].[H-].COC.[CH3:10][CH:11]1[O:16][CH:15]([CH3:17])[CH2:14][N:13]([CH2:18][C:19](OCC)=[O:20])[CH2:12]1>>[OH:20][CH2:19][CH2:18][N:13]1[CH2:14][CH:15]([CH3:17])[O:16][CH:11]([CH3:10])[CH2:12]1 |f:0.1.2.3.4.5|. Reported procedure: To a flask was added 22.8 g. (0.6 mole) of lithium aluminum hydride in 300 ml. of dimethyl ether. The stirred slurry was cooled to 0° C. and then 26.5 g. (0.15 mole) of ethyl 2,6-dimethyl-4-morpholinylacetate was slowly added. The reaction was allowed to warm to room temperature and stirred for 18 hours. It was then quenched with aqueous ammonium chloride, filtered, and extracted with diethyl ether. The solvent was concentrated to give 15.5 g. (67% yield) of the desired intermediate. Reactants: BrCCOC1=C(C(=C(C(=C1OCCC(C)C1=CC=C(C=C1)F)OC)Cl)C)C(C)=O (1-{2-(2-Bromo-ethoxy)-5-chloro-3-[3-(4-fluoro-phenyl)-butoxy]-4-methoxy-6-methyl-phenyl}-ethanone), Br.BrCC1=NC=CC=C1 (2-(bromomethyl)-pyridine hydrobromide). Product: ClC=1C(=C(C(=C(C1OC)OCCC(C)C1=CC=C(C=C1)F)OCC1=NC=CC=C1)C(C)=O)C (1-[3-Chloro-5-[3-(4-fluoro-phenyl)-butoxy]-4-methoxy-2-methyl-6-(pyridin-2-ylmethoxy)-phenyl]-ethanone). The yield is 49.0%. RXN SMILES: Br[CH2:2][CH2:3][O:4][C:5]1[C:10]([O:11][CH2:12][CH2:13][CH:14]([C:16]2[CH:21]=[CH:20][C:19]([F:22])=[CH:18][CH:17]=2)[CH3:15])=[C:9]([O:23][CH3:24])[C:8]([Cl:25])=[C:7]([CH3:26])[C:6]=1[C:27](=[O:29])[CH3:28].Br.BrC[C:33]1[CH:38]=[CH:37][CH:36]=C[N:34]=1>>[Cl:25][C:8]1[C:7]([CH3:26])=[C:6]([C:27](=[O:29])[CH3:28])[C:5]([O:4][CH2:3][C:2]2[CH:36]=[CH:37][CH:38]=[CH:33][N:34]=2)=[C:10]([O:11][CH2:12][CH2:13][CH:14]([C:16]2[CH:21]=[CH:20][C:19]([F:22])=[CH:18][CH:17]=2)[CH3:15])[C:9]=1[O:23][CH3:24] |f:1.2|. Procedure: Example 8a (91 mg, 0.24 mmol) was reacted with 2-(bromomethyl)-pyridine hydrobromide (1.6 eq.) as described under General Procedure F and the crude mixture was purified by flash chromatography (silica gel, Et2O/hexane 1:1) to afford the title compound (55 mg, 49%) as a pale yellow oil. 1H NMR (300 MHz, CDCl3) δ 8.57 (m, 1H), 7.71 (dt, J=Hz, 1.8, 7.7 Hz, 1H), 7.42 (d, J=7.8 Hz, 1H), 7.24 (m, 1H), 7.11-7.06 (m, 2H), 6.94-6.88 (m, 2H), 5.17 (s, 2H), 3.95 (t, J=6.8 Hz, 2H) 3.86 (s, 3H), 2.93 (m, 1H)... Reactants: Cl, COc1cc(CC2CN(S(=O)(=O)c3cccs3)CCN2c2ccc(C(O)(C(F)(F)F)C(F)(F)F)cc2)ccn1, [Na+], O=C([O-])O, C1COCCO1. The product is O=c1cc(CC2CN(S(=O)(=O)c3cccs3)CCN2c2ccc(C(O)(C(F)(F)F)C(F)(F)F)cc2)cc[nH]1. Reaction SMILES: [ClH:40].[F:1][C:2]([C:3]([C:4]([F:5])([F:6])[F:7])([OH:8])[c:9]1[cH:10][cH:11][c:12]([N:15]2[CH:16]([CH2:29][c:30]3[cH:31][c:32]([O:36][CH3:37])[n:33][cH:34][cH:35]3)[CH2:17][N:18]([S:21](=[O:22])(=[O:23])[c:24]3[s:25][cH:26][cH:27][cH:28]3)[CH2:19][CH2:20]2)[cH:13][cH:14]1)([F:38])[F:39].[Na+:51].[O-:47][C:48]([OH:49])=[O:50].[O:41]1[CH2:42][CH2:43][O:44][CH2:45][CH2:46]1>>[F:1][C:2]([C:3]([C:4]([F:5])([F:6])[F:7])([OH:8])[c:9]1[cH:10][cH:11][c:12]([N:15]2[CH:16]([CH2:29][c:30]3[cH:31][c:32](=[O:36])[nH:33][cH:34][cH:35]3)[CH2:17][N:18]([S:21](=[O:22])(=[O:23])[c:24]3[s:25][cH:26][cH:27][cH:28]3)[CH2:19][CH2:20]2)[cH:13][cH:14]1)([F:38])[F:39]. As a reaction SMILES: Br[C:2]1[CH:3]=[C:4]2[C:8](=[C:9]([F:11])[CH:10]=1)[N:7]([CH3:12])[C:6](=[O:13])[C:5]2([CH3:15])[CH3:14].[CH3:16][N:17]1[C:21]([C:22]#[N:23])=[CH:20][CH:19]=[C:18]1B(O)O.[F-].[K+]>O1CCOCC1.CCOC(C)=O.CC(C)([P](C(C)(C)C)([Pd][P](C(C)(C)C)(C(C)(C)C)C(C)(C)C)C(C)(C)C)C>[F:11][C:9]1[CH:10]=[C:2]([C:18]2[N:17]([CH3:16])[C:21]([C:22]#[N:23])=[CH:20][CH:19]=2)[CH:3]=[C:4]2[C:8]=1[N:7]([CH3:12])[C:6](=[O:13])[C:5]2([CH3:15])[CH3:14] |f:2.3,^1:43,49|. Reagents/catalysts: CC(C)([P](C(C)(C)C)([Pd][P](C(C)(C)C)(C(C)(C)C)C(C)(C)C)C(C)(C)C)C (Pd(P(t-Bu)3)2). Reaction conditions: temperature 45 celsius, time 6 hour. Reactants: BrC=1C=C2C(C(N(C2=C(C1)F)C)=O)(C)C (5-Bromo-7-fluoro-1,3,3-trimethyl-1,3-dihydro-2H-indol-2-one), Pd2(dba)3 monochloroform, CN1C(=CC=C1C#N)B(O)O (1-methyl-5-cyano-2-pyrroleboronic acid), [F-].[K+] (KF). Product: FC=1C=C(C=C2C(C(N(C12)C)=O)(C)C)C1=CC=C(N1C)C#N (5-(7-fluoro-1,3,3-trimethyl-2-oxo-2,3-dihydro-1H-indol-5-yl)-1-methyl-1H-pyrrole-2-carbonitrile). Solvent: O1CCOCC1 (dioxane), CCOC(=O)C (EtOAc). Reported procedure: 5-Bromo-7-fluoro-1,3,3-trimethyl-1,3-dihydro-2H-indol-2-one (0.10 g, 0.36 mmol), 1-methyl-5-cyano-2-pyrroleboronic acid (95 mg, 0.63 mmol), KF (69 mg, 1.19 mmol) were suspended in 1 mL of dioxane. Pd2(dba)3 monochloroform adduct (3.1 mg, 0.003 mmol) and Pd(P(t-Bu)3)2 (4.6 mg, 0.009 mmol) were added and the mixture was stirred vigorously at 45° C. for 6 h. The mixture was diluted with 100 mL of EtOAc and filtered through a plug of silica gel and concentrated. Purification by flash chromatography ... Isolated yield 28.0%. Reactants: CCO, Cc1ccc(C(F)(F)F)cc1[N+](=O)[O-]. Yields the product Cc1ccc(C(F)(F)F)cc1N. RXN SMILES: [CH3:15][CH2:16][OH:17].[CH3:1][c:2]1[c:3]([N+:12]([O-:13])=[O:14])[cH:4][c:5]([C:8]([F:9])([F:10])[F:11])[cH:6][cH:7]1>>[CH3:1][c:2]1[c:3]([NH2:12])[cH:4][c:5]([C:8]([F:9])([F:10])[F:11])[cH:6][cH:7]1. Reactants: [H-].[Na+] (NaH), C(C)OC(C(=C(C(OCC)OCC)C)[PH2]=O)=O (Diethoxy-phosphinyl-3-methyl-but-2-enoic acid ethyl ester), BrC1=C(CCC1)C=O (2-bromo-cyclopent-1-ene-carbaldehyde). Solvent: CN(C)C=O (DMF), CN(C)C=O (DMF). Run at temperature 0 celsius, time 30 minute. The product is C(C)OC(\C=C(\C=C\C1=C(CCC1)Br)/C)=O ((2E,4E)-5-(2-bromo-cyclopent-1-enyl)-3-methyl-penta-2,4-dienoic acid ethyl ester). Yield: 36.6%. Reaction SMILES: [H-].[Na+].[CH2:3]([O:5][C:6](=[O:19])[C:7]([PH2]=O)=[C:8]([CH3:16])[CH:9](OCC)OCC)[CH3:4].[Br:20][C:21]1[CH2:25][CH2:24][CH2:23][C:22]=1[CH:26]=O>CN(C=O)C>[CH2:3]([O:5][C:6](=[O:19])/[CH:7]=[C:8](\[CH3:16])/[CH:9]=[CH:26]/[C:22]1[CH2:23][CH2:24][CH2:25][C:21]=1[Br:20])[CH3:4] |f:0.1|. Procedure: 2.03 g of NaH (50% in mineral oil) was suspended in 120 ml of DMF. 4-(Diethoxy-phosphinyl-3-methyl-but-2-enoic acid ethyl ester (12.9 g) was added at 0° C. The mixture was stirred for 15 minutes at 0° C. and for 30 minutes at RT. After recooling to 0° C., 2-bromo-cyclopent-1-ene-carbaldehyde (5.72 g), dissolved in 11 ml of DMF, was added drop by drop and allowed to react for 10 minutes at 0° C. and for 2 hours at RT. The mixture was then poured into crashed ice. extracted with EtOEt, washed with... Reactants: C(C)(C)(C)OC(=O)N1C[Si](C[C@H]1C(=O)O)(C)C ((R)-1-(tert-butoxycarbonyl)-3,3-dimethyl-1,3-azasilolidine-5-carboxylic acid), O.[Cl-].COC1=NC(=NC(=N1)OC)[N+]1(CCOCC1)C (4-(4,6-dimethoxy[1.3.5]triazin-2-yl)-4-methylmorpholinium chloride hydrate), CCN(C(C)C)C(C)C (DIEA), FC1=C(C=CC=C1)[C@@H](C)NCC1=CC=C(C(=O)OC)C=C1 ((R)-methyl 4-(((1-(2-fluorophenyl)ethyl)amino)methyl)benzoate). The solvent is C(Cl)Cl (DCM), [Cl-].[Na+].O (brine), C(Cl)Cl (DCM), C(Cl)Cl (DCM). Conditions: time 8 hour. Product: FC1=C(C=CC=C1)[C@@H](C)N(C(=O)[C@@H]1C[Si](CN1C(=O)OC(C)(C)C)(C)C)CC1=CC=C(C=C1)C(=O)OC ((R)-tert-Butyl 5-(((R)-1-(2-fluorophenyl)ethyl)(4-(methoxycarbonyl)benzyl)carbamoyl)-3,3-dimethyl-1,3-azasilolidine-1-carboxylate). Yield: 18.9%. As a reaction SMILES: [C:1]([O:5][C:6]([N:8]1[C@H:12]([C:13]([OH:15])=O)[CH2:11][Si:10]([CH3:17])([CH3:16])[CH2:9]1)=[O:7])([CH3:4])([CH3:3])[CH3:2].O.[Cl-].COC1N=C(OC)N=C([N+]2(C)CCOCC2)N=1.[F:37][C:38]1[CH:43]=[CH:42][CH:41]=[CH:40][C:39]=1[C@H:44]([NH:46][CH2:47][C:48]1[CH:57]=[CH:56][C:51]([C:52]([O:54][CH3:55])=[O:53])=[CH:50][CH:49]=1)[CH3:45].CCN(C(C)C)C(C)C>C(Cl)Cl.[Cl-].[Na+].O>[F:37][C:38]1[CH:43]=[CH:42][CH:41]=[CH:40][C:39]=1[C@H:44]([N:46]([CH2:47][C:48]1[CH:49]=[CH:50][C:51]([C:52]([O:54][CH3:55])=[O:53])=[CH:56][CH:57]=1)[C:13]([C@H:12]1[N:8]([C:6]([O:5][C:1]([CH3:2])([CH3:3])[CH3:4])=[O:7])[CH2:9][Si:10]([CH3:17])([CH3:16])[CH2:11]1)=[O:15])[CH3:45] |f:1.2.3,7.8.9|. Reported procedure: To a solution of (R)-1-(tert-butoxycarbonyl)-3,3-dimethyl-1,3-azasilolidine-5-carboxylic acid (0.25 g, 0.96 mmol) in DCM (5 mL) were added 4-(4,6-dimethoxy[1.3.5]triazin-2-yl)-4-methylmorpholinium chloride hydrate (0.60 g, 2.2 mmol) and a solution of (R)-methyl 4-(((1-(2-fluorophenyl)ethyl)amino)methyl)benzoate (250 mg, 0.87 mmol) in DCM (2 mL) followed by DIEA (0.30 mL, 1.74 mmol). The resulting suspension was stirred at rt overnight and diluted with DCM and brine. The organic layer was separat... Reactants: C=CCOC(=O)NS(N)(=O)=O, ClCCl, CCOC(=O)N=NC(=O)OCC, C1CCOC1, Cc1c(CO)sc2cncn12, c1ccc(P(c2ccccc2)c2ccccc2)cc1. The product is C=CCOC(=O)N(Cc1sc2cncn2c1C)S(N)(=O)=O. Reaction SMILES: [CH2:24]([CH:25]=[CH2:26])[O:27][C:28](=[O:29])[NH:30][S:31](=[O:32])(=[O:33])[NH2:34].[Cl:54][CH2:55][Cl:56].[O:1]=[C:2]([O:3][CH2:4][CH3:5])[N:6]=[N:7][C:8]([O:9][CH2:10][CH3:11])=[O:12].[O:57]1[CH2:58][CH2:59][CH2:60][CH2:61]1.[OH:13][CH2:14][c:15]1[c:16]([CH3:23])[n:17]2[c:18]([s:19]1)[cH:20][n:21][cH:22]2.[c:35]1([P:36]([c:37]2[cH:38][cH:39][cH:40][cH:41][cH:42]2)[c:43]2[cH:44][cH:45][cH:46][cH:47][cH:48]2)[cH:49][cH:50][cH:51][cH:52][cH:53]1>>[CH2:14]([c:15]1[c:16]([CH3:23])[n:17]2[c:18]([s:19]1)[cH:20][n:21][cH:22]2)[N:30]([C:28]([O:27][CH2:24][CH:25]=[CH2:26])=[O:29])[S:31](=[O:32])(=[O:33])[NH2:34].